From a dataset of the Open Reaction Database (ORD), a public repository of structured organic reaction records. describe an organic reaction: reactants, conditions, products, and yield The reactants are C12(CC3CC(CC(C1)C3)C2)C2=C(C=C(C=C2)CO)OC(C)C ((4-(1-Admantyl)-3-isopropoxyphenyl)methanol). Reagents/catalysts: O=[Mn]=O (MnO2). Run in O1CCOCC1 (dioxane). Conditions: time 6 hour. Product: C12(CC3CC(CC(C1)C3)C2)C2=C(C=C(C=O)C=C2)OC(C)C (4-(1-Admantyl)-3-isopropoxybenzaldehyde). Yield: 73.3%. Reaction SMILES: [C:1]12([C:11]3[CH:16]=[CH:15][C:14]([CH2:17][OH:18])=[CH:13][C:12]=3[O:19][CH:20]([CH3:22])[CH3:21])[CH2:10][CH:5]3[CH2:6][CH:7]([CH2:9][CH:3]([CH2:4]3)[CH2:2]1)[CH2:8]2>O1CCOCC1.O=[Mn]=O>[C:1]12([C:11]3[CH:16]=[CH:15][C:14]([CH:17]=[O:18])=[CH:13][C:12]=3[O:19][CH:20]([CH3:22])[CH3:21])[CH2:8][CH:7]3[CH2:9][CH:3]([CH2:4][CH:5]([CH2:6]3)[CH2:10]1)[CH2:2]2. Procedure: A mixture of the product of Step B (0.7 g) and MnO2 (1.5 g) in dioxane (20 ml) was stirred for 6 h at reflux. The mixture was filtered through Celite pad and the filtrate was evaporated to dryness to give the title compound (0.51 g, 73.4%) as creamy solid. 1H-NMR (CDCl3) 1.4 (d, 6H, J=6 Hz); 1.76 (s, 6H); 2.07 (s, 3H); 2.11 (s, 6H); 4.7-4.78 (m, 1H); 7.32-7.42 (m, 3H); 9.91 (s, 1H). Reactants: CCO, CCN(C(C)C)C(C)C, N#Cc1cn(CC2CCOCC2)c2c(Cl)cccc12, Cl, NO. Product: N=C(N)c1cn(CC2CCOCC2)c2c(Cl)cccc12. As a reaction SMILES: [CH3:32][CH2:33][OH:34].[CH:20]([N:23]([CH:21]([CH3:22])[CH3:24])[CH2:25][CH3:26])([CH3:27])[CH3:28].[Cl:1][c:2]1[cH:3][cH:4][cH:5][c:6]2[c:7]([C:18]#[N:19])[cH:8][n:9]([CH2:11][CH:12]3[CH2:13][CH2:14][O:15][CH2:16][CH2:17]3)[c:10]12.[ClH:29].[NH2:30][OH:31]>>[Cl:1][c:2]1[cH:3][cH:4][cH:5][c:6]2[c:7]([C:18](=[NH:19])[NH2:23])[cH:8][n:9]([CH2:11][CH:12]3[CH2:13][CH2:14][O:15][CH2:16][CH2:17]3)[c:10]12. Reactants: 1h, C(C1=CC=CC=C1)N1CC(CC1)C(=O)OCC ((±) Ethyl N-benzyl-3-pyrrolidinylcarboxylate), C(=O)[O-].[NH4+] (ammonium formate), C(C=C)(=O)OCC (ethyl acrylate). Reagents/catalysts: [Pd] (Pd on carbon), [Pd] (Pd on carbon). The solvent is C(C)O (ethanol). Conditions: temperature 70 celsius. Product: C(C)OC(=O)CCN1CC(CC1)C(=O)OCC ((±) Ethyl N-(2-ethoxycarbonylethyl)-3-pyrrolidinylcarboxylate). Isolated yield 57.9%. As a reaction SMILES: C([N:8]1[CH2:12][CH2:11][CH:10]([C:13]([O:15][CH2:16][CH3:17])=[O:14])[CH2:9]1)C1C=CC=CC=1.C([O-])=O.[NH4+].[C:22]([O:26][CH2:27][CH3:28])(=[O:25])[CH:23]=[CH2:24]>C(O)C.[Pd]>[CH2:27]([O:26][C:22]([CH2:23][CH2:24][N:8]1[CH2:12][CH2:11][CH:10]([C:13]([O:15][CH2:16][CH3:17])=[O:14])[CH2:9]1)=[O:25])[CH3:28] |f:1.2|. Procedure details: A solution of (±) ethyl N-benzyl-3-pyrrolidinyl carboxylate (D1) (100 g, 0.43 mole) in ethanol (800 ml) was treated with ammonium formate (135.32 g, 2.15 mole) and 10% Pd on carbon (25 g) then heated at 70° C. for 2h. After 1h a further addition of 10% Pd on carbon (10 g) was made. The reaction mixture was filtered through celite and the filtrate concentrated in vacuo. The residue was partitioned between chloroform and saturated aqueous potassium carbonate solution. The organic phase was separat... The reactants are FC(F)(F)c1cc(CBr)cc(C(F)(F)F)c1, C1CCOC1, COC(=O)c1ccc(-c2ccc(OC)c(-c3ccc(C(F)(F)F)cc3C3OC(=O)NC3C)c2)c(C)c1, [H-], [Na+]. Product: COC(=O)c1ccc(-c2ccc(OC)c(-c3ccc(C(F)(F)F)cc3C3OC(=O)N(Cc4cc(C(F)(F)F)cc(C(F)(F)F)c4)C3C)c2)c(C)c1. Reaction SMILES: [Br:39][CH2:40][c:41]1[cH:42][c:43]([C:51]([F:52])([F:53])[F:54])[cH:44][c:45]([C:47]([F:48])([F:49])[F:50])[cH:46]1.[CH2:55]1[O:56][CH2:57][CH2:58][CH2:59]1.[CH3:1][O:2][c:3]1[c:4](-[c:20]2[c:21]([CH:30]3[CH:31]([CH3:36])[NH:32][C:33](=[O:35])[O:34]3)[cH:22][c:23]([C:26]([F:27])([F:28])[F:29])[cH:24][cH:25]2)[cH:5][c:6](-[c:9]2[c:10]([CH3:19])[cH:11][c:12]([C:15](=[O:16])[O:17][CH3:18])[cH:13][cH:14]2)[cH:7][cH:8]1.[H-:37].[Na+:38]>>[CH3:1][O:2][c:3]1[c:4](-[c:20]2[c:21]([CH:30]3[CH:31]([CH3:36])[N:32]([CH2:40][c:41]4[cH:42][c:43]([C:51]([F:52])([F:53])[F:54])[cH:44][c:45]([C:47]([F:48])([F:49])[F:50])[cH:46]4)[C:33](=[O:35])[O:34]3)[cH:22][c:23]([C:26]([F:27])([F:28])[F:29])[cH:24][cH:25]2)[cH:5][c:6](-[c:9]2[c:10]([CH3:19])[cH:11][c:12]([C:15](=[O:16])[O:17][CH3:18])[cH:13][cH:14]2)[cH:7][cH:8]1. Reactants: [BH4-], CO, NC(N)=NC(=O)c1ccc2c(c1)C(=O)c1sccc1-2, [Na+]. The product is NC(N)=NC(=O)c1ccc2c(c1)C(O)c1sccc1-2. RXN SMILES: [BH4-:1].[CH3:22][OH:23].[NH2:3][C:4](=[N:5][C:6](=[O:7])[c:8]1[cH:9][c:10]2[c:17]([cH:18][cH:19]1)-[c:16]1[c:12]([s:13][cH:14][cH:15]1)[C:11]2=[O:20])[NH2:21].[Na+:2]>>[NH2:3][C:4](=[N:5][C:6](=[O:7])[c:8]1[cH:9][c:10]2[c:17]([cH:18][cH:19]1)-[c:16]1[c:12]([s:13][cH:14][cH:15]1)[CH:11]2[OH:20])[NH2:21].